The task is: describe an organic reaction: reactants, conditions, products, and yield. This data is from the Open Reaction Database (ORD), a public repository of structured organic reaction records. Reactants: S1C=CC=C1 (thiophene), Cl (HCl), C(CCCCC)(=O)Cl (n-hexanoyl chloride), Cl[Sn](Cl)(Cl)Cl (SnCl4). Run in C1=CC=CC=C1 (benzene). Product: C(CCCCC)(=O)C=1SC=CC1 (2-hexanoylthiophene). The yield is 77.1%. As a reaction SMILES: [S:1]1[CH:5]=[CH:4][CH:3]=[CH:2]1.[C:6](Cl)(=[O:12])[CH2:7][CH2:8][CH2:9][CH2:10][CH3:11].Cl[Sn](Cl)(Cl)Cl.Cl>C1C=CC=CC=1>[C:6]([C:2]1[S:1][CH:5]=[CH:4][CH:3]=1)(=[O:12])[CH2:7][CH2:8][CH2:9][CH2:10][CH3:11]. Procedure: In a 5 liter-five-necked flask, 187.3 g (2.23 mol) of thiophene, 300 g (2.23 mol) of n-hexanoyl chloride and 2.7 liter of dry benzene were placed and cooled below 0° C. To the mixture under stirring, 237.9 g (9.13×10-1 mol) of SnCl4 was added dropwise in 1 hour below 0° C. The mixture was stirred for 30 min. below 0° C., followed by stirring for 3.5 hours while being gradually restored to room temperature. After the reaction, 2 liter of 10% HCl was added to the reaction mixture, followed by stir... Starting materials: NC1=NC(=NC=2N1OC(N2)=O)N(CC=C)CC=C (7-amino-5-diallylamino-2H-[1,2,4]oxadiazolo[2,3-a]-s-triazin-2-one), C(C)(=O)OC(C)=O (acetic acid anhydride). Run in N1=CC=CC=C1 (pyridine). Product: C(C=C)N(C1=NC=2N(C(=N1)NC(C)=O)OC(N2)=O)CC=C (N-{5-diallylamino-2-oxo-2H-[1,2,4]oxadiazolo[2,3-a]-s-triazin-7-yl}acetamide). Reaction SMILES: [NH2:1][C:2]1[N:7]2[O:8][C:9](=[O:11])[N:10]=[C:6]2[N:5]=[C:4]([N:12]([CH2:16][CH:17]=[CH2:18])[CH2:13][CH:14]=[CH2:15])[N:3]=1.[C:19](OC(=O)C)(=[O:21])[CH3:20]>N1C=CC=CC=1>[CH2:13]([N:12]([CH2:16][CH:17]=[CH2:18])[C:4]1[N:3]=[C:2]([NH:1][C:19](=[O:21])[CH3:20])[N:7]2[O:8][C:9](=[O:11])[N:10]=[C:6]2[N:5]=1)[CH:14]=[CH2:15]. Procedure details: 6 g. of 7-amino-5-diallylamino-2H-[1,2,4]oxadiazolo[2,3-a]-s-triazin-2-one are stirred at room temperature for 18 hours with 60 ml. of absolute pyridine and 8 ml. of acetic acid anhydride. The solvents are distilled off at 40° C. and the residue is dissolved in 220 ml. of methylene chloride. The solution obtained is washed with 1-N hydrochloric acid, dried over sodium sulfate and evaporated to dryness under reduced pressure. The residue is recrystallized from methylene chloride and diethyl ether... The reactants are O=Cc1ccccc1, Cc1c[nH]c2ccc(F)cc12, CC(C)C1(C)NC(=O)C=C1O. Product: Cc1c(C(C2=C(O)C(C)(C(C)C)NC2=O)c2ccccc2)[nH]c2ccc(F)cc12. Reaction SMILES: [CH:12](=[O:13])[c:14]1[cH:15][cH:16][cH:17][cH:18][cH:19]1.[F:20][c:21]1[cH:22][c:23]2[c:24]([CH3:30])[cH:25][nH:26][c:27]2[cH:28][cH:29]1.[OH:1][C:2]1=[CH:3][C:4](=[O:11])[NH:5][C:6]1([CH3:7])[CH:8]([CH3:9])[CH3:10]>>[OH:1][C:2]1=[C:3]([CH:12]([c:14]2[cH:15][cH:16][cH:17][cH:18][cH:19]2)[c:25]2[c:24]([CH3:30])[c:23]3[cH:22][c:21]([F:20])[cH:29][cH:28][c:27]3[nH:26]2)[C:4](=[O:11])[NH:5][C:6]1([CH3:7])[CH:8]([CH3:9])[CH3:10]. The reactants are [BH4-], COC(=O)c1ccc(Oc2ccccc2C(C)=O)c(OC)c1, CO, [Na+]. Product: COC(=O)c1ccc(Oc2ccccc2C(C)O)c(OC)c1. As a reaction SMILES: [BH4-:23].[C:1]([CH3:2])(=[O:3])[c:4]1[c:5]([O:6][c:7]2[c:8]([O:17][CH3:18])[cH:9][c:10]([C:11](=[O:12])[O:13][CH3:14])[cH:15][cH:16]2)[cH:19][cH:20][cH:21][cH:22]1.[CH3:25][OH:26].[Na+:24]>>[CH:1]([CH3:2])([OH:3])[c:4]1[c:5]([O:6][c:7]2[c:8]([O:17][CH3:18])[cH:9][c:10]([C:11](=[O:12])[O:13][CH3:14])[cH:15][cH:16]2)[cH:19][cH:20][cH:21][cH:22]1. Reactants: OC=1C=C(C=O)C=C(C1O)[N+](=O)[O-] (3,4-dihydroxy-5-nitrobenzaldehyde), [N+](=O)([O-])C1=CC=C(C=C1)C(C)=O (4'-nitroacetophenone). Yields the product OC=1C=C(C=C(C1O)[N+](=O)[O-])C=CC(=O)C1=CC=C(C=C1)[N+](=O)[O-] (3-(3,4-Dihydroxy-5-nitrophenyl)-1-(4-nitrophenyl)prop-2-en-1-one). As a reaction SMILES: [OH:1][C:2]1[CH:3]=[C:4]([CH:7]=[C:8]([N+:11]([O-:13])=[O:12])[C:9]=1[OH:10])[CH:5]=O.[N+:14]([C:17]1[CH:22]=[CH:21][C:20]([C:23](=[O:25])[CH3:24])=[CH:19][CH:18]=1)([O-:16])=[O:15]>>[OH:1][C:2]1[CH:3]=[C:4]([CH:5]=[CH:24][C:23]([C:20]2[CH:19]=[CH:18][C:17]([N+:14]([O-:16])=[O:15])=[CH:22][CH:21]=2)=[O:25])[CH:7]=[C:8]([N+:11]([O-:13])=[O:12])[C:9]=1[OH:10]. Procedure details: The procedure described in Example 8 was repeated using 1.83 g of 3,4-dihydroxy-5-nitrobenzaldehyde and 1.65 g of 4'-nitroacetophenone. Yield 1.25 g (38%), m.p. 255°-256° C. As a reaction SMILES: [Cl:1][N:2]1[C:3](=[O:4])[CH2:5][CH2:6][C:7]1=[O:8].[O:29]=[CH:30][N:31]([CH3:32])[CH3:33].[OH2:28].[cH:9]1[cH:10][cH:11][cH:12][c:13]2[c:14]1-[c:15]1[n:16]([c:21]3[cH:22][cH:23][cH:24][cH:25][c:26]3[cH:27]1)[CH2:17][C:18](=[O:20])[NH:19]2>>[Cl:1][c:27]1[c:15]2[n:16]([c:21]3[cH:22][cH:23][cH:24][cH:25][c:26]31)[CH2:17][C:18](=[O:20])[NH:19][c:13]1[cH:12][cH:11][cH:10][cH:9][c:14]1-2. The reactants are O=C1CCC(=O)N1Cl, CN(C)C=O, O, O=C1Cn2c(cc3ccccc32)-c2ccccc2N1. Product: O=C1Cn2c(c(Cl)c3ccccc32)-c2ccccc2N1.